This data is from the Open Reaction Database (ORD), a public repository of structured organic reaction records. The task is: describe an organic reaction: reactants, conditions, products, and yield Starting materials: N1C(=CC2=CC=CC=C12)C(=O)O (1H-indole-2-carboxylic acid), NCCN1CCC(CC1)NC1=NC2=C(N1CC1=CC=C(C=C1)F)C=CC=C2 (N-[1-(2-aminoethyl)-4-piperidinyl]-1-[(4-fluorophenyl)methyl]-1H-benzimidazol-2-amine), N,N'-methanetetraylbis[cyclohexanamine]. The solvent is ClCCl (dichloromethane). The product is FC1=CC=C(C=C1)CN1C(=NC2=C1C=CC=C2)NC2CCN(CC2)CCNC(=O)C=2NC1=CC=CC=C1C2 (N-[2-[4-[[1-[(4-fluorophenyl)methyl]-1H-benzimidazol-2-yl]amino]-1-piperidinyl]ethyl]-1H-indole-2-carboxamide). Isolated yield 19.5%. As a reaction SMILES: [NH:1]1[C:9]2[C:4](=[CH:5][CH:6]=[CH:7][CH:8]=2)[CH:3]=[C:2]1[C:10]([OH:12])=O.[NH2:13][CH2:14][CH2:15][N:16]1[CH2:21][CH2:20][CH:19]([NH:22][C:23]2[N:27]([CH2:28][C:29]3[CH:34]=[CH:33][C:32]([F:35])=[CH:31][CH:30]=3)[C:26]3[CH:36]=[CH:37][CH:38]=[CH:39][C:25]=3[N:24]=2)[CH2:18][CH2:17]1>ClCCl>[F:35][C:32]1[CH:33]=[CH:34][C:29]([CH2:28][N:27]2[C:26]3[CH:36]=[CH:37][CH:38]=[CH:39][C:25]=3[N:24]=[C:23]2[NH:22][CH:19]2[CH2:20][CH2:21][N:16]([CH2:15][CH2:14][NH:13][C:10]([C:2]3[NH:1][C:9]4[C:4]([CH:3]=3)=[CH:5][CH:6]=[CH:7][CH:8]=4)=[O:12])[CH2:17][CH2:18]2)=[CH:30][CH:31]=1. Reported procedure: A mixture of 1.6 parts of 1H-indole-2-carboxylic acid, 3.67 parts of N-[1-(2-aminoethyl)-4-piperidinyl]-1-[(4-fluorophenyl)methyl]-1H-benzimidazol-2-amine, 2.1 parts of N,N'-methanetetraylbis[cyclohexanamine] and 195 parts of dichloromethane was stirred over weekend at room temperature. The reaction mixture was filtered over Hyflo and the filtrate was evaporated. The residue was purified by column chromatography over silica gel using a mixture of trichloromethane and methanol (95:5 by volume) as... Starting materials: BrC=1C=CC(=NC1)C(=O)OCC1=CC=CC=C1 (benzyl 5-bromopicolinate), [Br-].C1(CC1)[Zn+] (cyclopropylzinc bromide). The reagents and catalysts are C=1C=CC(=CC1)[P](C=2C=CC=CC2)(C=3C=CC=CC3)[Pd]([P](C=4C=CC=CC4)(C=5C=CC=CC5)C=6C=CC=CC6)([P](C=7C=CC=CC7)(C=8C=CC=CC8)C=9C=CC=CC9)[P](C=1C=CC=CC1)(C=1C=CC=CC1)C=1C=CC=CC1 (Pd(PPh3)4). The solvent is C1CCOC1 (THF), C1CCOC1 (THF). Run at temperature 80 celsius. The product is C1(CC1)C=1C=CC(=NC1)C(=O)OCC1=CC=CC=C1 (benzyl 5-cyclopropylpicolinate). As a reaction SMILES: Br[C:2]1[CH:3]=[CH:4][C:5]([C:8]([O:10][CH2:11][C:12]2[CH:17]=[CH:16][CH:15]=[CH:14][CH:13]=2)=[O:9])=[N:6][CH:7]=1.[Br-].[CH:19]1([Zn+])[CH2:21][CH2:20]1>C1COCC1.C1C=CC([P]([Pd]([P](C2C=CC=CC=2)(C2C=CC=CC=2)C2C=CC=CC=2)([P](C2C=CC=CC=2)(C2C=CC=CC=2)C2C=CC=CC=2)[P](C2C=CC=CC=2)(C2C=CC=CC=2)C2C=CC=CC=2)(C2C=CC=CC=2)C2C=CC=CC=2)=CC=1>[CH:19]1([C:2]2[CH:3]=[CH:4][C:5]([C:8]([O:10][CH2:11][C:12]3[CH:17]=[CH:16][CH:15]=[CH:14][CH:13]=3)=[O:9])=[N:6][CH:7]=2)[CH2:21][CH2:20]1 |f:1.2,^1:31,33,52,71|. Procedure: To a solution of benzyl 5-bromopicolinate (876 mg, 3.0 mmol) in THF (10 mL) was added Pd(PPh3)4 (173 mg, 0.15 mmol) under N2. After addition of a solution of cyclopropylzinc bromide in THF (0.5 M, 10 mL), the mixture was heated at 80° C. for 3 hours and then cooled to room temperature. The reaction mixture was quenched with sat. H4Cl (aq) and extracted with EtOAc (5×). The organic layer was washed with sat. NaHCO3(aq.), brine, and dried (MgSO4). The product benzyl 5-cyclopropylpicolinate (510 mg... The reactants are ice water, C1(N(C(C2=CC=CC=C12)=O)C1CC2=CC=CC=C2C1)=O (2-(1,3-isoindolinedion-2-yl)indane), [Cl-].[Al+3].[Cl-].[Cl-] (aluminum chloride), C1(=CC=CC=C1)CC(=O)Cl (phenylacetic acid chloride). Run in ClC(C)Cl (dichloroethane), ClC(C)Cl (dichloroethane). Run at time 2 hour. The product is C1(N(C(C2=CC=CC=C12)=O)C1CC2=CC=C(C=C2C1)C(CC1=CC=CC=C1)=O)=O (2-(1,3-isoindolinedion-2-yl)-5-(2-phenylacetyl)indane). The yield is 72.5%. As a reaction SMILES: [C:1]1([CH2:7][C:8](Cl)=[O:9])[CH:6]=[CH:5][CH:4]=[CH:3][CH:2]=1.[C:11]1(=[O:30])[C:19]2[C:14](=[CH:15][CH:16]=[CH:17][CH:18]=2)[C:13](=[O:20])[N:12]1[CH:21]1[CH2:29][C:28]2[C:23](=[CH:24][CH:25]=[CH:26][CH:27]=2)[CH2:22]1.[Cl-].[Al+3].[Cl-].[Cl-]>ClC(Cl)C>[C:11]1(=[O:30])[C:19]2[C:14](=[CH:15][CH:16]=[CH:17][CH:18]=2)[C:13](=[O:20])[N:12]1[CH:21]1[CH2:22][C:23]2[C:28](=[CH:27][CH:26]=[C:25]([C:8](=[O:9])[CH2:7][C:1]3[CH:6]=[CH:5][CH:4]=[CH:3][CH:2]=3)[CH:24]=2)[CH2:29]1 |f:2.3.4.5|. Reported procedure: 0.70 g of phenylacetic acid chloride dissolved in 5 ml of dichloroethane was added under ice cooling to 1.00 g of 2-(1,3-isoindolinedion-2-yl)indane and 1.27 g of anhydrous aluminum chloride suspended in 15 ml of dichloroethane, and the mixture was stirred at the same temperature for 2 hours and then at room temperature for l hour. The reaction mixture was poured into ice water and extracted with chloroform. After the organic layer was washed with water and dried, the solvent was removed. The re... Reactants: P(=O)(OC1=CC=CC=C1)(Cl)Cl (phenyl dichlorophosphate), Cl (hydrochloric acid), Cl.C1(=CC=CC=C1)C(C1=CC=CC=C1)OC(=O)C1=C(CS[C@H]2N1C([C@H]2N)=O)OS(=O)(=O)C (7β-amino-3-methanesulfonyloxy-3-cephem-4-carboxylic acid diphenylmethyl ester hydrochloride), C(C)(C)(C)OC(=O)NC=1SC=C(N1)/C(/C(=O)O)=N/OC1CCCC1 ((Z)-2-(2-t-butoxycarbonylaminothiazol-4-yl)-2-cyclopentyloxyimino-acetic acid), CN1CCOCC1 (N-methylmorpholine). Solvent: O (water), ClCCl (dichloromethane). Conditions: time 1 minute. Yields the product C1(=CC=CC=C1)C(C1=CC=CC=C1)OC(=O)C1=C(CS[C@H]2N1C([C@H]2NC(\C(=N/OC2CCCC2)\C=2N=C(SC2)NC(=O)OC(C)(C)C)=O)=O)OS(=O)(=O)C (7β-[(Z)-2-(2-t-butoxycarbonylaminothiazol-4-yl)-2-cyclopentyloxyiminoacetamido]-3-methanesulfonyloxy-3-cephem-4-carboxylic acid diphenylmethyl ester). Isolated yield 77.7%. RXN SMILES: Cl.[C:2]1([CH:8]([O:15][C:16]([C:18]2[N:23]3[C:24](=[O:27])[C@@H:25]([NH2:26])[C@H:22]3[S:21][CH2:20][C:19]=2[O:28][S:29]([CH3:32])(=[O:31])=[O:30])=[O:17])[C:9]2[CH:14]=[CH:13][CH:12]=[CH:11][CH:10]=2)[CH:7]=[CH:6][CH:5]=[CH:4][CH:3]=1.[C:33]([O:37][C:38]([NH:40][C:41]1[S:42][CH:43]=[C:44](/[C:46](=[N:50]/[O:51][CH:52]2[CH2:56][CH2:55][CH2:54][CH2:53]2)/[C:47](O)=[O:48])[N:45]=1)=[O:39])([CH3:36])([CH3:35])[CH3:34].CN1CCOCC1.P(Cl)(Cl)(OC1C=CC=CC=1)=O.Cl>ClCCl.O>[C:2]1([CH:8]([O:15][C:16]([C:18]2[N:23]3[C:24](=[O:27])[C@@H:25]([NH:26][C:47](=[O:48])/[C:46](/[C:44]4[N:45]=[C:41]([NH:40][C:38]([O:37][C:33]([CH3:35])([CH3:34])[CH3:36])=[O:39])[S:42][CH:43]=4)=[N:50]\[O:51][CH:52]4[CH2:56][CH2:55][CH2:54][CH2:53]4)[C@H:22]3[S:21][CH2:20][C:19]=2[O:28][S:29]([CH3:32])(=[O:31])=[O:30])=[O:17])[C:9]2[CH:10]=[CH:11][CH:12]=[CH:13][CH:14]=2)[CH:3]=[CH:4][CH:5]=[CH:6][CH:7]=1 |f:0.1|. Procedure: To a suspension of 7β-amino-3-methanesulfonyloxy-3-cephem-4-carboxylic acid diphenylmethyl ester hydrochloride (1.49 g: 3 mMol.) and (Z)-2-(2-t-butoxycarbonylaminothiazol-4-yl)-2-cyclopentyloxyimino-acetic acid (1.23 g: 3.5 mMol.) in dichloromethane (30 ml) at -30° C. are added N-methylmorpholine (1.1 ml: 10 mMol.) and, after 1 minute, phenyl dichlorophosphate (0.49 ml: 3.3 mMol.), and the mixture is stirred at the same temperature for 2 hours. The reaction mixture is mixed with 1N-hydrochloric ... Reported procedure: 7-Chloro-8-nitroisoquinoline (0.125 mole) and cuprous cyanide (0.225 mole) are refluxed in 125 ml. of distilled N-methylpyrrolidinone under a nitrogen atmosphere for 16 hours. The reaction mixture is poured into a solution of 40 g. of sodium cyanide in 120 ml. of water. The mixture is cooled and extracted with benzene. The benzene extracts are combined, washed with water, dried over sodium sulfate and evaporated. The residue is recrystallized from benzene to give 7-cyano-8-nitroisoquinoline. Product: C(#N)C1=CC=C2C=CN=CC2=C1[N+](=O)[O-] (7-cyano-8-nitroisoquinoline). RXN SMILES: Cl[C:2]1[C:11]([N+:12]([O-:14])=[O:13])=[C:10]2[C:5]([CH:6]=[CH:7][N:8]=[CH:9]2)=[CH:4][CH:3]=1.[CH3:15][N:16]1CCCC1=O.[C-]#N.[Na+]>O>[C:15]([C:2]1[C:11]([N+:12]([O-:14])=[O:13])=[C:10]2[C:5]([CH:6]=[CH:7][N:8]=[CH:9]2)=[CH:4][CH:3]=1)#[N:16] |f:2.3|. Run in O (water). The reactants are [C-]#N.[Na+] (sodium cyanide), ClC1=CC=C2C=CN=CC2=C1[N+](=O)[O-] (7-Chloro-8-nitroisoquinoline), cuprous cyanide, CN1C(CCC1)=O (N-methylpyrrolidinone).